describe an organic reaction: reactants, conditions, products, and yield From a dataset of the Open Reaction Database (ORD), a public repository of structured organic reaction records. The reactants are C(C)OC(C)O[C@H]1[C@@H]([C@@H]2[C@@H](OC(C2)O)C1)CC[C@H](CCC1=CC=CC=C1)OC(C)OCC ((3aR,4R,5R,6aS)-5-(1-Ethoxyethoxy)-4-[(3R)-3-(1-ethoxyethoxy)-5-phenylpentyl]hexahydro-2H-cyclopenta[b]furan-2-ol), potassium 5-(triphenylphosphoranylidene)pentaonate, O (Water), C(C)(=O)OCC (ethyl acetate), C(C(CO)(CO)N)O (THAM). Solvent: C1CCOC1 (THF). Run at time 3 hour. Product: C(C)OC(C)O[C@H]1C([C@@H]([C@H](C1)O)[C@H](C(=O)O)CCC=CC)CC[C@H](CCC1=CC=CC=C1)OC(C)OCC ((1R,2R,3R,5S)-3-(1-Ethoxyethoxy)-5-hydroxy-2-[(3R)-3-(1-ethoxyethoxy)-5-phenylpentyl]cyclopentyl-5-heptenoic Acid). RXN SMILES: [CH2:1]([O:3][CH:4]([O:6][C@@H:7]1[CH2:15][C@@H:10]2[O:11][CH:12]([OH:14])[CH2:13][C@@H:9]2[C@H:8]1[CH2:16][CH2:17][C@@H:18]([O:27][CH:28]([O:30][CH2:31][CH3:32])[CH3:29])[CH2:19][CH2:20][C:21]1[CH:26]=[CH:25][CH:24]=[CH:23][CH:22]=1)[CH3:5])[CH3:2].[OH2:33].C(O[CH2:38][CH3:39])(=O)C.[CH2:40](O)[C:41](N)(CO)[CH2:42]O>C1COCC1>[CH2:1]([O:3][CH:4]([O:6][C@@H:7]1[CH2:15][C@H:10]([OH:11])[C@@H:9]([C@@H:13]([CH2:40][CH2:41][CH:42]=[CH:38][CH3:39])[C:12]([OH:33])=[O:14])[CH:8]1[CH2:16][CH2:17][C@@H:18]([O:27][CH:28]([O:30][CH2:31][CH3:32])[CH3:29])[CH2:19][CH2:20][C:21]1[CH:22]=[CH:23][CH:24]=[CH:25][CH:26]=1)[CH3:5])[CH3:2]. Reported procedure: (3aR,4R,5R,6aS)-5-(1-Ethoxyethoxy)-4-[(3R)-3-(1-ethoxyethoxy)-5-phenylpentyl]hexahydro-2H-cyclopenta[b]furan-2-ol (XI, EXAMPLE 7) is dissolved in dry THF (10 mL) and added to a mixture containing potassium 5-(triphenylphosphoranylidene)pentaonate (PREPARATION 1) solution at −10° to −5°. The resulting mixture is stirred for about 3 hours at less than −5°. Water (30 mL; 0°) is added over 10 minutes, then ethyl acetate (20 mL) and aqueous THAM solution (10 mL) is added. The phases are separated and... The reactants are CCOC(=O)c1[nH]c2ccc(Br)cc2c1CCN, CCO, CC(=O)O, Cl, [Na+], [OH-]. The product is NCCc1c(C(=O)O)[nH]c2ccc(Br)cc12. As a reaction SMILES: [CH2:2]([CH3:3])[O:4][C:5](=[O:6])[c:7]1[c:8]([CH2:9][CH2:10][NH2:11])[c:12]2[cH:13][c:14]([Br:19])[cH:15][cH:16][c:17]2[nH:18]1.[CH3:20][CH2:21][OH:22].[CH3:25][C:26](=[O:27])[OH:28].[ClH:1].[Na+:24].[OH-:23]>>[O:4]=[C:5]([OH:6])[c:7]1[c:8]([CH2:9][CH2:10][NH2:11])[c:12]2[cH:13][c:14]([Br:19])[cH:15][cH:16][c:17]2[nH:18]1. The reactants are CCN(CC)CCCl, [H-], [Na+], CN(C)C=O, O=[N+]([O-])c1ccc(O)cc1. The product is CCN(CC)CCOc1ccc([N+](=O)[O-])cc1. As a reaction SMILES: [CH2:13]([CH3:14])[N:15]([CH2:16][CH2:17][Cl:18])[CH2:19][CH3:20].[H-:11].[Na+:12].[O:21]=[CH:22][N:23]([CH3:24])[CH3:25].[OH:1][c:2]1[cH:3][cH:4][c:5]([N+:8]([O-:9])=[O:10])[cH:6][cH:7]1>>[O:1]([c:2]1[cH:3][cH:4][c:5]([N+:8]([O-:9])=[O:10])[cH:6][cH:7]1)[CH2:17][CH2:16][N:15]([CH2:13][CH3:14])[CH2:19][CH3:20].